This data is from the Open Reaction Database (ORD), a public repository of structured organic reaction records. The task is: describe an organic reaction: reactants, conditions, products, and yield Reactants: CC#CCC(C)C(O)C=CC1C(O)CC2CC(=CCCCC(=O)O)CC21, O=C(n1ccnc1)n1ccnc1, C1COCCN1, CN(C)C=O, [Cl-], [NH4+]. The product is CC#CCC(C)C(O)C=CC1C(O)CC2CC(=CCCCCN3CCOCC3)CC21. Reaction SMILES: [C:1]([OH:2])(=[O:3])[CH2:4][CH2:5][CH2:6][CH:7]=[C:8]1[CH2:9][CH:10]2[CH2:11][CH:12]([OH:26])[CH:13]([CH:16]=[CH:17][CH:18]([CH:19]([CH2:20][C:21]#[C:22][CH3:23])[CH3:24])[OH:25])[CH:14]2[CH2:15]1.[C:27]([n:28]1[cH:29][cH:30][n:31][cH:32]1)([n:33]1[cH:34][cH:35][n:36][cH:37]1)=[O:38].[CH2:39]1[CH2:40][O:41][CH2:42][CH2:43][NH:44]1.[CH3:47][N:48]([CH3:49])[CH:50]=[O:51].[Cl-:45].[NH4+:46]>>[CH2:1]([CH2:4][CH2:5][CH2:6][CH:7]=[C:8]1[CH2:9][CH:10]2[CH2:11][CH:12]([OH:26])[CH:13]([CH:16]=[CH:17][CH:18]([CH:19]([CH2:20][C:21]#[C:22][CH3:23])[CH3:24])[OH:25])[CH:14]2[CH2:15]1)[N:44]1[CH2:39][CH2:40][O:41][CH2:42][CH2:43]1. The reactants are CN(C)C(=S)Cl, CN(C)C=O, Oc1cc(-c2ncc(C(F)(F)F)cc2Cl)ccc1Cl, [H-], [Na+], [Na+], [OH-]. The product is CN(C)C(=S)Oc1cc(-c2ncc(C(F)(F)F)cc2Cl)ccc1Cl. RXN SMILES: [CH3:20][N:21]([C:22](=[S:23])[Cl:24])[CH3:25].[CH3:30][N:31]([CH3:32])[CH:33]=[O:34].[Cl:1][c:2]1[c:3](-[c:12]2[cH:13][c:14]([OH:19])[c:15]([Cl:18])[cH:16][cH:17]2)[n:4][cH:5][c:6]([C:8]([F:9])([F:10])[F:11])[cH:7]1.[H-:26].[Na+:27].[Na+:29].[OH-:28]>>[Cl:1][c:2]1[c:3](-[c:12]2[cH:13][c:14]([O:19][C:22]([N:21]([CH3:20])[CH3:25])=[S:23])[c:15]([Cl:18])[cH:16][cH:17]2)[n:4][cH:5][c:6]([C:8]([F:9])([F:10])[F:11])[cH:7]1. Reactants: COCCBr, CC(C)=O, O, O=[N+]([O-])c1cccc(O)c1. Yields the product COCCOc1cccc([N+](=O)[O-])c1. As a reaction SMILES: [CH3:11][O:12][CH2:13][CH2:14][Br:15].[CH3:16][C:17](=[O:18])[CH3:19].[OH2:20].[OH:1][c:2]1[cH:3][cH:4][cH:5][c:6]([N+:8]([O-:9])=[O:10])[cH:7]1>>[O:1]([c:2]1[cH:3][cH:4][cH:5][c:6]([N+:8]([O-:9])=[O:10])[cH:7]1)[CH2:14][CH2:13][O:12][CH3:11]. Starting materials: Br, CC(C)CC(=O)O, COCCn1c(=N)sc2ccccc21. Product: COCCn1c(=NC(=O)CC(C)C)sc2ccccc21. As a reaction SMILES: [BrH:1].[CH3:16][CH:17]([CH3:18])[CH2:19][C:20]([OH:21])=[O:22].[CH3:2][O:3][CH2:4][CH2:5][n:6]1[c:7](=[NH:15])[s:8][c:9]2[c:10]1[cH:11][cH:12][cH:13][cH:14]2>>[CH3:2][O:3][CH2:4][CH2:5][n:6]1[c:7](=[N:15][C:20]([CH2:19][CH:17]([CH3:16])[CH3:18])=[O:21])[s:8][c:9]2[c:10]1[cH:11][cH:12][cH:13][cH:14]2. Procedure: Following general procedure D, tert-butyl 4-(5-(3-acetyl-6-bromoquinolin-4-ylamino)pyridin-2-yl)piperazine-1-carboxylate (55 mg, 0.104 mmol) was reacted with 2,6-dichloro-4-(4,4,5,5-tetramethyl-1,3,2-dioxaborolan-2-yl)phenol (36 mg, 0.125 mmol) to afford the desired product (65 mg, 72%) as an green oil: ESI MS m/z 608, [C31H31Cl2N5O4+H]+ The product is C(C)(=O)C=1C=NC2=CC=C(C=C2C1NC=1C=CC(=NC1)N1CCN(CC1)C(=O)OC(C)(C)C)C1=CC(=C(C(=C1)Cl)O)Cl (tert-butyl 4-(5-(3-acetyl-6-(3,5-dichloro-4-hydroxyphenyl)quinolin-4-ylamino) pyridin-2-yl)piperazine-1-carboxylate). Reaction SMILES: [C:1]([C:4]1[CH:5]=[N:6][C:7]2[C:12]([C:13]=1[NH:14][C:15]1[CH:16]=[CH:17][C:18]([N:21]3[CH2:26][CH2:25][N:24]([C:27]([O:29][C:30]([CH3:33])([CH3:32])[CH3:31])=[O:28])[CH2:23][CH2:22]3)=[N:19][CH:20]=1)=[CH:11][C:10](Br)=[CH:9][CH:8]=2)(=[O:3])[CH3:2].[Cl:35][C:36]1[CH:41]=[C:40](B2OC(C)(C)C(C)(C)O2)[CH:39]=[C:38]([Cl:51])[C:37]=1[OH:52]>>[C:1]([C:4]1[CH:5]=[N:6][C:7]2[C:12]([C:13]=1[NH:14][C:15]1[CH:16]=[CH:17][C:18]([N:21]3[CH2:26][CH2:25][N:24]([C:27]([O:29][C:30]([CH3:33])([CH3:32])[CH3:31])=[O:28])[CH2:23][CH2:22]3)=[N:19][CH:20]=1)=[CH:11][C:10]([C:40]1[CH:41]=[C:36]([Cl:35])[C:37]([OH:52])=[C:38]([Cl:51])[CH:39]=1)=[CH:9][CH:8]=2)(=[O:3])[CH3:2]. The reactants are C(C)(=O)C=1C=NC2=CC=C(C=C2C1NC=1C=CC(=NC1)N1CCN(CC1)C(=O)OC(C)(C)C)Br (tert-butyl 4-(5-(3-acetyl-6-bromoquinolin-4-ylamino)pyridin-2-yl)piperazine-1-carboxylate), ClC1=C(C(=CC(=C1)B1OC(C(O1)(C)C)(C)C)Cl)O (2,6-dichloro-4-(4,4,5,5-tetramethyl-1,3,2-dioxaborolan-2-yl)phenol). Yield: 102.7%. Starting materials: C(C)(=O)OCC (Ethyl acetate), [H-].[Na+] (sodium hydride), CI (methyl iodide), BrC=1C=C2C(NC(N(C2=CC1)CC1=CC=C(C=C1)OC)=O)(C(F)(F)F)C[N+](=O)[O-] (6-Bromo-1-(4-methoxybenzyl)-4-(nitromethyl)-4-(trifluoromethyl)-3,4-dihydroquinazolin-2(1H)-one). Run in O (water), CN(C)C=O (DMF). Run at temperature 50 celsius, time 8 hour. Product: BrC=1C=C2C(N(C(N(C2=CC1)CC1=CC=C(C=C1)OC)=O)C)(C(F)(F)F)C[N+](=O)[O-] (6-bromo-1-(4-methoxybenzyl)-3-methyl-4-(nitromethyl)-4-(trifluoromethyl)-3,4-dihydroquinazolin-2(1H)-one). As a reaction SMILES: [Br:1][C:2]1[CH:3]=[C:4]2[C:9](=[CH:10][CH:11]=1)[N:8]([CH2:12][C:13]1[CH:18]=[CH:17][C:16]([O:19][CH3:20])=[CH:15][CH:14]=1)[C:7](=[O:21])[NH:6][C:5]2([CH2:26][N+:27]([O-:29])=[O:28])[C:22]([F:25])([F:24])[F:23].[H-].[Na+].CI.[C:34](OCC)(=O)C>CN(C=O)C.O>[Br:1][C:2]1[CH:3]=[C:4]2[C:9](=[CH:10][CH:11]=1)[N:8]([CH2:12][C:13]1[CH:14]=[CH:15][C:16]([O:19][CH3:20])=[CH:17][CH:18]=1)[C:7](=[O:21])[N:6]([CH3:34])[C:5]2([CH2:26][N+:27]([O-:29])=[O:28])[C:22]([F:23])([F:25])[F:24] |f:1.2|. Procedure details: 6-Bromo-1-(4-methoxybenzyl)-4-(nitromethyl)-4-(trifluoromethyl)-3,4-dihydroquinazolin-2(1H)-one (192.1 mg, 0.405 mmol) was dissolved in DMF (2.0 mL), and sodium hydride (40.5 mg, 1.013 mmol) and methyl iodide (76 μL, 215 mmol)were sequentially added to the reaction solution at room temperature. The reaction solution was stirred overnight at 50° C. and then cooled to room temperature. Ethyl acetate and water were added thereto and the solution was stirred at room temperature for 10 minutes. The o... The reactants are C(C)OC(=O)C1=NNC(=C1)C=O (5-formylpyrazole-3-carboxylic acid ethyl ester), CN(C=O)C (dimethyl formamide), [H-].[Na+] (sodium hydride), BrC(C)C1=NC=CC=C1 (2-(1-bromoethyl)pyridine). Solvent: O (water). Reaction conditions: time 30 minute. The product is C(C)OC(=O)C1=CC(=NN1C(C)C1=NC=CC=C1)C=O (3-formyl-1-(1-(2-pyridinyl)ethyl)pyrazole-5-carboxylic acid ethyl ester). Isolated yield 45.4%. RXN SMILES: [CH2:1]([O:3][C:4]([C:6]1[CH:10]=[C:9]([CH:11]=[O:12])[NH:8][N:7]=1)=[O:5])[CH3:2].CN(C)C=O.[H-].[Na+].Br[CH:21]([C:23]1[CH:28]=[CH:27][CH:26]=[CH:25][N:24]=1)[CH3:22]>O>[CH2:1]([O:3][C:4]([C:6]1[N:7]([CH:21]([C:23]2[CH:28]=[CH:27][CH:26]=[CH:25][N:24]=2)[CH3:22])[N:8]=[C:9]([CH:11]=[O:12])[CH:10]=1)=[O:5])[CH3:2] |f:2.3|. Reported procedure: To a mixture of 5-formylpyrazole-3-carboxylic acid ethyl ester (5.42 g) and anhydrous dimethyl formamide (80 ml), 1.41 g of 60% sodium hydride oil suspension were added at 0° C. After 30 minutes, 6.30 g of 2-(1-bromoethyl)pyridine were added at 0° C. The mixture was stirred overnight at room temperature and 120 ml of water was added thereto. The mixture was extracted with ethyl acetate (3×300 ml). The combined organic solution was dried over sodium sulfate and concentrated. The residue was chrom... The reactants are Cl, [H-], NO, [Na+], CN(C)C=O, CC(C)C1C2C(C(=O)N1Cc1ccc3c(c1)OCO3)C(c1ccc(C#N)cc1)N(C)C2(C)C. Product: CC(C)C1C2C(C(=O)N1Cc1ccc3c(c1)OCO3)C(c1ccc(C(=N)NO)cc1)N(C)C2(C)C. As a reaction SMILES: [ClH:1].[H-:4].[NH2:2][OH:3].[Na+:5].[O:39]=[CH:40][N:41]([CH3:42])[CH3:43].[O:6]1[CH2:7][O:8][c:9]2[c:10]1[cH:11][cH:12][c:13]([CH2:15][N:16]1[C:17](=[O:38])[CH:18]3[CH:19]([CH:20]1[CH:21]([CH3:22])[CH3:23])[C:24]([CH3:36])([CH3:37])[N:25]([CH3:35])[CH:26]3[c:27]1[cH:28][cH:29][c:30]([C:31]#[N:32])[cH:33][cH:34]1)[cH:14]2>>[NH:2]([OH:3])[C:31]([c:30]1[cH:29][cH:28][c:27]([CH:26]2[CH:18]3[C:17](=[O:38])[N:16]([CH2:15][c:13]4[cH:12][cH:11][c:10]5[c:9]([cH:14]4)[O:8][CH2:7][O:6]5)[CH:20]([CH:21]([CH3:22])[CH3:23])[CH:19]3[C:24]([CH3:36])([CH3:37])[N:25]2[CH3:35])[cH:34][cH:33]1)=[NH:32].